Dataset: the Open Reaction Database (ORD), a public repository of structured organic reaction records. Task: describe an organic reaction: reactants, conditions, products, and yield The reactants are FC1=C(C=CC(=C1)F)C(C(SCCOC)(F)F)(CN1N=CN=C1)O (2-(2,4-difluorophenyl)-1,1-difluoro-1-[(2-methoxyethyl)thio]-3-(1H-1,2,4-triazol-1-yl)-2-propanol), FC1=C(C=CC(=C1)F)C(C(SCCO)(F)F)(CN1N=CN=C1)O (2-(2,4-difluorophenyl)-1,1-difluoro-1-[(2-hydroxyethyl)thio]-3-(1H-1,2,4-triazol-1-yl)-2-propanol). The product is FC1=C(C=CC(=C1)F)C(C(F)(F)SCCO)(CN1N=CN=C1)OC (2-{[2-(2,4-difluorophenyl)-1,1-difluoro-2-methoxy-3-(1H-1,2,4-triazol-1-yl)propyl]thio}-1-ethanol). As a reaction SMILES: [F:1][C:2]1[CH:7]=[C:6]([F:8])[CH:5]=[CH:4][C:3]=1[C:9]([OH:24])([CH2:18][N:19]1[CH:23]=[N:22][CH:21]=[N:20]1)[C:10]([F:17])([F:16])[S:11][CH2:12][CH2:13][O:14]C.F[C:26]1C=C(F)C=CC=1C(O)(CN1C=NC=N1)C(F)(F)SCCO>>[F:1][C:2]1[CH:7]=[C:6]([F:8])[CH:5]=[CH:4][C:3]=1[C:9]([O:24][CH3:26])([CH2:18][N:19]1[CH:23]=[N:22][CH:21]=[N:20]1)[C:10]([S:11][CH2:12][CH2:13][OH:14])([F:17])[F:16]. Procedure details: In a similar manner to Example 1 except that 2-(2,4-difluorophenyl)-1,1-difluoro-1-[(2-methoxyethyl)thio]-3-(1H-1,2,4-triazol-1-yl)-2-propanol was replaced with 2-(2,4-difluorophenyl)-1,1-difluoro-1-[(2-hydroxyethyl)thio]-3-(1H-1,2,4-triazol-1-yl)-2-propanol, the experiment was carried out, whereby 2-{[2-(2,4-difluorophenyl)-1,1-difluoro-2-methoxy-3-(1H-1,2,4-triazol-1-yl)propyl]thio}-1-ethanol was obtained as colorless crystals.